The task is: describe an organic reaction: reactants, conditions, products, and yield. This data is from the Open Reaction Database (ORD), a public repository of structured organic reaction records. Reaction SMILES: C([O-])(O)=O.[Na+].[C:6]([OH:10])(=[O:9])[CH2:7][CH3:8].[C:11](=[O:18])([S:15][CH2:16][CH3:17])[O:12][CH2:13]I>O.C(Cl)Cl>[C:11](=[O:18])([S:15][CH2:16][CH3:17])[O:12][CH2:13][O:9][C:6](=[O:10])[CH2:7][CH3:8] |f:0.1|. Product: C(OCOC(CC)=O)(SCC)=O (O-Propanoyloxymethyl S-Ethyl Carbonothioate). Yield: 98.8%. Solvent: O (H2O), C(Cl)Cl (CH2Cl2), C(Cl)Cl (CH2Cl2). Reactants: C(=O)(O)[O-].[Na+] (NaHCO3), HSO4, C(CC)(=O)O (propanoic acid), C(OCI)(SCC)=O (O-Iodomethyl S-Ethyl Carbonothioate). Reported procedure: To a stirred solution of NaHCO3 (45 g, 536 mmol) in H2O (540 ml) is added TBA HSO4 (91.2 g, 268 mmol), propanoic acid (20.1 mL, 268 mmol), and CH2Cl2 (540 ml). Following stirring for 1 h at room temperature a solution of 5b (49.2 g, 200 mmol) in CH2Cl2 (100 mL) is added during 45 min keeping the temperature below 30° C. The stirring is continued for 11/2 h. The organic phase is separated, washed with H2O (200 mL), dried (MgSO4), and evaporated. The residue is stirred in Et2O (800 mL) during the ... Starting materials: CC(=O)OC1OC(COC(=O)c2ccccc2)C(O)(C(=O)c2ccccc2)C1(O)C(=O)c1ccccc1, O=C([O-])O, C[Si](C)(C)Cl, CC#N, CN([SiH](C)C)[Si](C)(C)C, CCOC(C)=O, Nc1nc2[nH]c(=O)sc2c(=O)[nH]1, [Na+], O, C[Si](C)(C)OS(=O)(=O)C(F)(F)F. The product is Nc1nc2c(sc(=O)n2C2OC(COC(=O)c3ccccc3)C(O)(C(=O)c3ccccc3)C2(O)C(=O)c2ccccc2)c(=O)[nH]1. Reaction SMILES: [C:30]([O:31][CH:34]1[C:35]([OH:36])([C:59]([c:60]2[cH:61][cH:62][cH:63][cH:64][cH:65]2)=[O:66])[C:37]([OH:38])([C:51]([c:52]2[cH:53][cH:54][cH:55][cH:56][cH:57]2)=[O:58])[CH:39]([CH2:41][O:42][C:43]([c:44]2[cH:45][cH:46][cH:47][cH:48][cH:49]2)=[O:50])[O:40]1)(=[O:32])[CH3:33].[C:67](=[O:68])([OH:69])[O-:70].[CH3:13][Si:14]([CH3:15])([CH3:16])[Cl:17].[CH3:72][C:73]#[N:74].[CH3:75][SiH:76]([CH3:77])[N:78]([CH3:79])[Si:80]([CH3:81])([CH3:82])[CH3:83].[CH3:84][CH2:85][O:86][C:87](=[O:88])[CH3:89].[NH2:1][c:2]1[nH:3][c:4](=[O:12])[c:5]2[c:6]([n:7]1)[nH:8][c:9](=[O:11])[s:10]2.[Na+:71].[OH2:90].[S:18]([O:19][Si:20]([CH3:21])([CH3:22])[CH3:23])([C:24]([F:25])([F:26])[F:27])(=[O:28])=[O:29]>>[NH2:1][c:2]1[nH:3][c:4](=[O:12])[c:5]2[c:6]([n:7]1)[n:8]([CH:34]1[C:35]([OH:36])([C:59]([c:60]3[cH:61][cH:62][cH:63][cH:64][cH:65]3)=[O:66])[C:37]([OH:38])([C:51]([c:52]3[cH:53][cH:54][cH:55][cH:56][cH:57]3)=[O:58])[CH:39]([CH2:41][O:42][C:43]([c:44]3[cH:45][cH:46][cH:47][cH:48][cH:49]3)=[O:50])[O:40]1)[c:9](=[O:11])[s:10]2. The reactants are BrC1=C(C(=NC(=C1)Br)C(=O)OC)OCC1=CC=CC=C1 (Methyl 4,6-Dibromo-3-benzyloxypyridine-2-carboxylate), C([O-])([O-])=O.[K+].[K+] (potassium carbonate), CO (methanol), Cl (HCl). Run in O (water). Product: BrC1=CC(=C(C(=N1)C(=O)O)OCC1=CC=CC=C1)OC (6-Bromo-3-benzyloxy-4-methoxypyridine-2-carboxylic Acid). Yield: 95.3%. Reaction SMILES: Br[C:2]1[CH:7]=[C:6]([Br:8])[N:5]=[C:4]([C:9]([O:11]C)=[O:10])[C:3]=1[O:13][CH2:14][C:15]1[CH:20]=[CH:19][CH:18]=[CH:17][CH:16]=1.[C:21](=O)([O-])[O-:22].[K+].[K+].CO.Cl>O>[Br:8][C:6]1[N:5]=[C:4]([C:9]([OH:11])=[O:10])[C:3]([O:13][CH2:14][C:15]2[CH:20]=[CH:19][CH:18]=[CH:17][CH:16]=2)=[C:2]([O:22][CH3:21])[CH:7]=1 |f:1.2.3|. Reported procedure: A vigorously stirred mixture of 15 (25.5 g), potassium carbonate (75 g) and methanol (300 mL) was heated at reflux for 30 hours. The mixture was cooled, poured into water (800 mL), and the pH adjusted to 2 by the addition of conc. HCl. The resulting mixture was extracted with CH2Cl2 (3×150 mL). The organic extracts were combined, dried (MgSO4) and the solvent was evaporated to give a nearly colorless oil (20.5 g) which slowly solidified upon standing. This was recrystallized from methanol (125 m... Starting materials: COC(CCCCCSC1=CC=C(C=C1)N)=O (6-(4-amino-phenylsulfanyl)-hexanoic acid methyl ester), ClC1=CC=C(C=O)C=C1 (4-chlorobenzaldehyde), aqueous solution, C=O (formaldehyde), C(#N)[BH3-].[Na+] (sodium cyanoborohydride). The reagents and catalysts are [Cl-].[Zn+2].[Cl-] (zinc chloride). Solvent: CO (methanol), CO (methanol), CO (methanol). Conditions: time 1 hour. Yields the product COC(CCCCCSC1=CC=C(C=C1)N(C)CC1=CC=C(C=C1)Cl)=O (6-(4-((4-Chlorobenzyl)-methylamino)-phenylsulfanyl)-hexanoic acid methyl ester), oil. Yield: 83.0%. Reaction SMILES: [CH3:1][O:2][C:3](=[O:17])[CH2:4][CH2:5][CH2:6][CH2:7][CH2:8][S:9][C:10]1[CH:15]=[CH:14][C:13]([NH2:16])=[CH:12][CH:11]=1.[Cl:18][C:19]1[CH:26]=[CH:25][C:22]([CH:23]=O)=[CH:21][CH:20]=1.C=O.[C:29]([BH3-])#N.[Na+]>CO.[Cl-].[Zn+2].[Cl-]>[CH3:1][O:2][C:3](=[O:17])[CH2:4][CH2:5][CH2:6][CH2:7][CH2:8][S:9][C:10]1[CH:15]=[CH:14][C:13]([N:16]([CH2:23][C:22]2[CH:25]=[CH:26][C:19]([Cl:18])=[CH:20][CH:21]=2)[CH3:29])=[CH:12][CH:11]=1 |f:3.4,6.7.8|. Reported procedure: To a solution of 6-(4-amino-phenylsulfanyl)-hexanoic acid methyl ester (1.5 g, 5.9 mmol) in methanol (60 mL) was added a solution of 4-chlorobenzaldehyde (834 mg, 5.9 mmol) in methanol (10 mL). After 1 hour of stirring at room temperature, the solution was cooled at 0° C. and a 37% aqueous solution of formaldehyde (1.44 g, 17.8 mmol) was added. A solution of sodium cyanoborohydride (1.49 g, 23.7 mmol) and zinc chloride (11.9 mmol) in methanol (60 mL) was added in a dropwise. The resulting mixtur... Starting materials: FC(F)(F)c1cnc(Cl)c(Cl)c1, [H-], [Na+], C1CCOC1, COC(C1=CN(C)CS1)c1ccccc1CO. Yields the product COC(C1=CN(C)CS1)c1ccccc1COc1ncc(C(F)(F)F)cc1Cl. As a reaction SMILES: [Cl:18][c:19]1[n:20][cH:21][c:22]([C:26]([F:27])([F:28])[F:29])[cH:23][c:24]1[Cl:25].[H-:30].[Na+:31].[O:32]1[CH2:33][CH2:34][CH2:35][CH2:36]1.[OH:1][CH2:2][c:3]1[c:4]([CH:5]([O:6][CH3:7])[C:8]2=[CH:9][N:10]([CH3:13])[CH2:11][S:12]2)[cH:14][cH:15][cH:16][cH:17]1>>[O:1]([CH2:2][c:3]1[c:4]([CH:5]([O:6][CH3:7])[C:8]2=[CH:9][N:10]([CH3:13])[CH2:11][S:12]2)[cH:14][cH:15][cH:16][cH:17]1)[c:19]1[n:20][cH:21][c:22]([C:26]([F:27])([F:28])[F:29])[cH:23][c:24]1[Cl:25]. Starting materials: C(C)OC(=O)C1(CC2=CC=CC=C2C1)NC(C1=C(C(=CC=C1)C)\C=C\CCC)=O (2-[3-Methyl-2-((E)-pent-1-enyl)-benzoylamino]-indan-2-carboxylic acid ethyl ester), [OH-].[K+] (KOH), O (water). The solvent is CCO (EtOH). Conditions: time 8 hour. Yields the product CC=1C(=C(C(=O)NC2(CC3=CC=CC=C3C2)C(=O)O)C=CC1)\C=C\CCC (2-[3-Methyl-2-((E)-pent-1-enyl)-benzoylamino]-indan-2-carboxylic acid). Yield: 102.4%. Reaction SMILES: C([O:3][C:4]([C:6]1([NH:15][C:16](=[O:29])[C:17]2[CH:22]=[CH:21][CH:20]=[C:19]([CH3:23])[C:18]=2/[CH:24]=[CH:25]/[CH2:26][CH2:27][CH3:28])[CH2:14][C:13]2[C:8](=[CH:9][CH:10]=[CH:11][CH:12]=2)[CH2:7]1)=[O:5])C.[OH-].[K+].O>CCO>[CH3:23][C:19]1[C:18](/[CH:24]=[CH:25]/[CH2:26][CH2:27][CH3:28])=[C:17]([CH:22]=[CH:21][CH:20]=1)[C:16]([NH:15][C:6]1([C:4]([OH:5])=[O:3])[CH2:14][C:13]2[C:8](=[CH:9][CH:10]=[CH:11][CH:12]=2)[CH2:7]1)=[O:29] |f:1.2|. Procedure details: The mixture 2-[3-methyl-2-((E)-pent-1-enyl)-benzoylamino]-indan-2-carboxylic acid ethyl ester (145) (170 mg, 0.43 mmol) and KOH (60 mg, 10.7 mmol) is dissolved in EtOH (8 mL) and water (0.5 mL) under a water bath. The water bath is removed when KOH is completely dissolved and the resulting reaction solution is stirred at RT for 8 h. After concentration in vacuo, the residue is dissolved in water (20 mL) and acidified with conc. HCl until no more precipitate came out of the water. The precipitate... The reactants are Cl.NC1=CC=C(OCC(=O)OC)C=C1 (Methyl 4-aminophenoxyacetate, hydrochloride salt), C(C)(C)N(CC)C(C)C (diisopropylethylamine), C(#N)C1=CC=C(C(=O)N=C=O)C=C1 (4-cyanobenzoyl isocyanate). The solvent is C(C)#N (acetonitrile), C(C)#N (acetonitrile). The product is C(#N)C1=CC=C(C(=O)NC(NC2=CC=C(OCC(=O)OC)C=C2)=O)C=C1 (methyl 4-[3-(4-cyanobenzoyl)ureido]phenoxyacetate). Yield: 52.6%. RXN SMILES: Cl.[NH2:2][C:3]1[CH:14]=[CH:13][C:6]([O:7][CH2:8][C:9]([O:11][CH3:12])=[O:10])=[CH:5][CH:4]=1.C(N(C(C)C)CC)(C)C.[C:24]([C:26]1[CH:36]=[CH:35][C:29]([C:30]([N:32]=[C:33]=[O:34])=[O:31])=[CH:28][CH:27]=1)#[N:25]>C(#N)C>[C:24]([C:26]1[CH:27]=[CH:28][C:29]([C:30]([NH:32][C:33](=[O:34])[NH:2][C:3]2[CH:4]=[CH:5][C:6]([O:7][CH2:8][C:9]([O:11][CH3:12])=[O:10])=[CH:13][CH:14]=2)=[O:31])=[CH:35][CH:36]=1)#[N:25] |f:0.1|. Procedure: Methyl 4-aminophenoxyacetate, hydrochloride salt (1.09 g), was dissolved, with warming, in acetonitrile (50 ml) containing diisopropylethylamine (0.86 ml). To this solution at ambient temperature was added gradually with stirring a solution of 4-cyanobenzoyl isocyanate (1 g, preparation described in Weikert, R. J. et al (1991), J. Med. Chem. 34, 1630) in acetonitrile (5 ml). The precipitated solid was crystallised from boiling acetonitrile to give methyl 4-[3-(4-cyanobenzoyl)ureido]phenoxyacetat... The reactants are COc1ccc(C(=O)C(C)(C)C)cc1CO, [K+], [K+], O=[Mn](=O)(=O)[O-], C1COCCO1, [OH-], O. Yields the product COc1ccc(C(=O)C(C)(C)C)cc1C(=O)O. As a reaction SMILES: [C:1]([C:2]([CH3:3])([CH3:4])[CH3:5])(=[O:6])[c:7]1[cH:8][cH:9][c:10]([O:15][CH3:16])[c:11]([CH2:12][OH:13])[cH:14]1.[K+:18].[K+:24].[Mn:19](=[O:20])([O-:21])(=[O:22])=[O:23].[O:25]1[CH2:26][CH2:27][O:28][CH2:29][CH2:30]1.[OH-:17].[OH2:31]>>[C:1]([C:2]([CH3:3])([CH3:4])[CH3:5])(=[O:6])[c:7]1[cH:8][cH:9][c:10]([O:15][CH3:16])[c:11]([C:12](=[O:13])[OH:20])[cH:14]1.